This data is from the Open Reaction Database (ORD), a public repository of structured organic reaction records. The task is: describe an organic reaction: reactants, conditions, products, and yield Starting materials: S(N)(OC)(=O)=O (methyl sulfamate), S1N=CN=C1NS([O-])(=O)=O.[Na+] (sodium 1,2,4-thiadiazol-5-ylsulfamate), S1N=CN=C1NS([O-])(=O)=O.[Na+] (sodium 1,2,4-thiadiazol-5-ylsulfamate), Cl.BrC1=C2CCNCC2=CC=C1 (5-bromo-1,2,3,4-tetrahydroisoquinoline hydrochloride), TEA, TEA, sulfonamide, P(Cl)(Cl)(Cl)(Cl)Cl (PCl5). Run in C([O-])(O)=O.[Na+] (sodium bicarbonate), C(Cl)Cl (DCM), C(Cl)Cl (methylenechloride), C(Cl)Cl (DCM). Run at temperature 50 celsius, time 5 minute. Yields the product BrC1=C2CCN(CC2=CC=C1)S(=O)(=O)NC1=NC=NS1 (5-bromo-N-(1,2,4-thiadiazol-5-yl)-3,4-dihydroisoquinoline-2(1H)-sulfonamide). Reaction SMILES: [S:1]1[C:5]([NH:6][S:7](=[O:10])(=[O:9])[O-])=[N:4][CH:3]=[N:2]1.[Na+].P(Cl)(Cl)(Cl)(Cl)Cl.S(=O)(=O)(OC)N.Cl.[Br:25][C:26]1[CH:35]=[CH:34][CH:33]=[C:32]2[C:27]=1[CH2:28][CH2:29][NH:30][CH2:31]2>C(Cl)Cl.C(=O)(O)[O-].[Na+]>[Br:25][C:26]1[CH:35]=[CH:34][CH:33]=[C:32]2[C:27]=1[CH2:28][CH2:29][N:30]([S:7]([NH:6][C:5]1[S:1][N:2]=[CH:3][N:4]=1)(=[O:9])=[O:10])[CH2:31]2 |f:0.1,4.5,7.8|. Reported procedure: To a 50 mL flask containing sodium 1,2,4-thiadiazol-5-ylsulfamate (Intermediate A, 96 mg, 0.472 mmol) and 10 mL of DCM was added PCl5 (Aldrich, St. Louis, Mo., 245 mg, 1.179 mmol). The resulting slurry was heated at 50° C. for 1.5 hours. LCMS showed conversion to the methyl sulfamate (following quench into methanol). The reaction was cooled to rt and was quenched with the addition of 5 drops of brine. The resulting slurry was stirred vigorously for 5 minutes before being filtered through a plug ...